From a dataset of the Open Reaction Database (ORD), a public repository of structured organic reaction records. describe an organic reaction: reactants, conditions, products, and yield The reactants are ClCCl, CNc1cccc(N)c1C#N, O=C(Cl)COc1ccccc1, O, c1ccncc1. Product: CNc1cccc(NC(=O)COc2ccccc2)c1C#N. As a reaction SMILES: [CH2:30]([Cl:31])[Cl:32].[NH2:1][c:2]1[c:3]([C:4]#[N:5])[c:6]([NH:10][CH3:11])[cH:7][cH:8][cH:9]1.[O:18]([c:19]1[cH:20][cH:21][cH:22][cH:23][cH:24]1)[CH2:25][C:26](=[O:27])[Cl:28].[OH2:29].[cH:12]1[cH:13][cH:14][n:15][cH:16][cH:17]1>>[NH:1]([c:2]1[c:3]([C:4]#[N:5])[c:6]([NH:10][CH3:11])[cH:7][cH:8][cH:9]1)[C:26]([CH2:25][O:18][c:19]1[cH:20][cH:21][cH:22][cH:23][cH:24]1)=[O:27].